Dataset: the Open Reaction Database (ORD), a public repository of structured organic reaction records. Task: describe an organic reaction: reactants, conditions, products, and yield Reactants: CC(=O)C (acetone), [OH-].[K+] (potassium hydroxide), C(C)(C)(C)NN (tert-butylhydrazine). Run in CCOCC (Ether). Product: C(C)(C)(C)NN=C(C)C (acetone tert-butylhydrazone). RXN SMILES: [CH3:1][C:2]([CH3:4])=O.[C:5]([NH:9][NH2:10])([CH3:8])([CH3:7])[CH3:6].[OH-].[K+]>CCOCC>[C:5]([NH:9][N:10]=[C:2]([CH3:4])[CH3:1])([CH3:8])([CH3:7])[CH3:6] |f:2.3|. Procedure: To 6.6 g of acetone, cooled in an ice bath, is added 5.0 g of tert-butylhydrazine. The mixture is stirred and then allowed to stand for several minutes. Ether and potassium hydroxide pellets are then added to the mixture. The mixture is stirred, and then the ethereal layer is separated from the mixture. Distillation of the ethereal layer yields the product acetone tert-butylhydrazone b.p. 132°-134° C. ##STR27##